Dataset: the Open Reaction Database (ORD), a public repository of structured organic reaction records. Task: describe an organic reaction: reactants, conditions, products, and yield RXN SMILES: F[C:2]1[C:7]([C:8]2[N:13]=[C:12]([CH3:14])[N:11]=[C:10]([NH2:15])[N:9]=2)=[CH:6][C:5]([CH2:16][N:17]2[CH2:22][CH2:21][O:20][CH2:19][CH2:18]2)=[CH:4][N:3]=1.[NH2:23][C:24]1[CH:25]=[C:26]([NH:31][S:32]([N:35]([CH3:37])[CH3:36])(=[O:34])=[O:33])[C:27]([Cl:30])=[N:28][CH:29]=1.C[Si]([N-][Si](C)(C)C)(C)C.[Na+]>CN(C=O)C>[NH2:15][C:10]1[N:11]=[C:12]([CH3:14])[N:13]=[C:8]([C:7]2[C:2]([NH:23][C:24]3[CH:25]=[C:26]([NH:31][S:32]([N:35]([CH3:37])[CH3:36])(=[O:33])=[O:34])[C:27]([Cl:30])=[N:28][CH:29]=3)=[N:3][CH:4]=[C:5]([CH2:16][N:17]3[CH2:22][CH2:21][O:20][CH2:19][CH2:18]3)[CH:6]=2)[N:9]=1 |f:2.3|. Yield: 41.0%. The solvent is CN(C)C=O (DMF). The reactants are FC1=NC=C(C=C1C1=NC(=NC(=N1)C)N)CN1CCOCC1 (4-(2-fluoro-5-(morpholinomethyl)pyridin-3-yl)-6-methyl-1,3,5-triazin-2-amine), NC=1C=C(C(=NC1)Cl)NS(=O)(=O)N(C)C (N′-(5-amino-2-chloro-3-pyridinyl)-N,N-dimethylsulfamide), C[Si](C)(C)[N-][Si](C)(C)C.[Na+] (NaHMDS). Run at temperature 0 celsius, time 45 minute. Reported procedure: To a stirred solution of 4-(2-fluoro-5-(morpholinomethyl)pyridin-3-yl)-6-methyl-1,3,5-triazin-2-amine (Example 384, Step 2, 0.0614 g, 0.202 mmol) and N′-(5-amino-2-chloro-3-pyridinyl)-N,N-dimethylsulfamide (KY, 0.050 g, 0.199 mmol) in DMF (1 mL) in 5 mL microwave vial, NaHMDS (Aldrich, 1 M in THF, 0.80 mL, 0.80 mmol) was added dropwise at 0° C. The mixture was stirred at 0° C. for 45 min. The reaction mixture was partitioned between saturated aqueous ammonium chloride (30 mL) and 25% isopropanol... Yields the product NC1=NC(=NC(=N1)C)C=1C(=NC=C(C1)CN1CCOCC1)NC=1C=C(C(=NC1)Cl)NS(=O)(=O)N(C)C (N′-(5-((3-(4-amino-6-methyl-1,3,5-triazin-2-yl)-5-(4-morpholinylmethyl)-2-pyridinyl)amino)-2-chloro-3-pyridinyl)-N,N-dimethylsulfamide).